From a dataset of the Open Reaction Database (ORD), a public repository of structured organic reaction records. describe an organic reaction: reactants, conditions, products, and yield RXN SMILES: [CH3:1][CH2:2][CH2:3][CH2:4][CH:5]([CH2:8][NH:9][CH2:10][CH:11]([CH2:14][CH2:15][CH2:16][CH3:17])[CH2:12][CH3:13])[CH2:6][CH3:7].[Cl:18][CH:19]([C:23]1[CH:28]=[CH:27][CH:26]=[CH:25][CH:24]=1)[C:20](Cl)=[O:21]>>[Cl:18][CH:19]([C:23]1[CH:28]=[CH:27][CH:26]=[CH:25][CH:24]=1)[C:20]([N:9]([CH2:8][CH:5]([CH2:6][CH3:7])[CH2:4][CH2:3][CH2:2][CH3:1])[CH2:10][CH:11]([CH2:12][CH3:13])[CH2:14][CH2:15][CH2:16][CH3:17])=[O:21]. Starting materials: CCCCC(CC)CNCC(CC)CCCC (2,2′-diethylhexylamine), ClC(C(=O)Cl)C1=CC=CC=C1 (α-chlorophenylacetyl chloride). Yield: 96.0%. Procedure: Step A is conducted starting from 2,2′-diethylhexylamine and α-chlorophenylacetyl chloride and leads to 2-chloro-N,N-bis(2-ethylhexyl)-2-phenyl-acetamide (Yield: 96%) for which the characterisations by 1H and 13C NMR are given below: The product is ClC(C(=O)N(CC(CCCC)CC)CC(CCCC)CC)C1=CC=CC=C1 (2-chloro-N,N-bis(2-ethylhexyl)-2-phenyl-acetamide). The reactants are NC1=CC=CC=C1 (aniline), COC(C1=C(C=C(C(=C1)F)N)F)=O (4-amino-2,5-difluoro-benzoic acid methyl ester), ClC=1C(=C(C=CC1)[C@H]1[C@@H](N[C@H]([C@]1(C#N)C1=C(C=C(C=C1)Cl)F)CC(C)(C)C)C(=O)O)F ((2R,3S,4R,5S)-3-(3-chloro-2-fluorophenyl)-4-(4-chloro-2-fluorophenyl)-4-cyano-5-neopentylpyrrolidine-2-carboxylic acid), CCN(C(C)C)C(C)C (DIPEA), C1(=CC=CC=C1)P(=O)(C1=CC=CC=C1)Cl (diphenylphosphinic chloride). Solvent: C(Cl)Cl (methylene chloride). Run at time 5 minute. The product is COC(C1=C(C=C(C(=C1)F)NC(=O)[C@@H]1N[C@H]([C@]([C@H]1C1=C(C(=CC=C1)Cl)F)(C#N)C1=C(C=C(C=C1)Cl)F)CC(C)(C)C)F)=O (4-{[(2R,3S,4R,5S)-4-(4-Chloro-2-fluoro-phenyl)-3-(3-chloro-2-fluoro-phenyl)-4-cyano-5-(2,2-dimethyl-propyl)-pyrrolidine-2-carbonyl]-amino}-2,5-difluoro-benzoic acid methyl ester). Reaction SMILES: [Cl:1][C:2]1[C:3]([F:31])=[C:4]([C@@H:8]2[C@:12]([C:15]3[CH:20]=[CH:19][C:18]([Cl:21])=[CH:17][C:16]=3[F:22])([C:13]#[N:14])[C@H:11]([CH2:23][C:24]([CH3:27])([CH3:26])[CH3:25])[NH:10][C@H:9]2[C:28]([OH:30])=O)[CH:5]=[CH:6][CH:7]=1.CCN(C(C)C)C(C)C.C1(P(Cl)(C2C=CC=CC=2)=O)C=CC=CC=1.[CH3:56][O:57][C:58](=[O:68])[C:59]1[CH:64]=[C:63]([F:65])[C:62]([NH2:66])=[CH:61][C:60]=1[F:67].NC1C=CC=CC=1>C(Cl)Cl>[CH3:56][O:57][C:58](=[O:68])[C:59]1[CH:64]=[C:63]([F:65])[C:62]([NH:66][C:28]([C@H:9]2[C@H:8]([C:4]3[CH:5]=[CH:6][CH:7]=[C:2]([Cl:1])[C:3]=3[F:31])[C@:12]([C:15]3[CH:20]=[CH:19][C:18]([Cl:21])=[CH:17][C:16]=3[F:22])([C:13]#[N:14])[C@H:11]([CH2:23][C:24]([CH3:25])([CH3:27])[CH3:26])[NH:10]2)=[O:30])=[CH:61][C:60]=1[F:67]. Reported procedure: To a stirred solution of (2R,3S,4R,5S)-3-(3-chloro-2-fluorophenyl)-4-(4-chloro-2-fluorophenyl)-4-cyano-5-neopentylpyrrolidine-2-carboxylic acid (300 mg, 0.64 mmol) in methylene chloride (5 mL), DIPEA (Aldrich, 2.57 mmol, 0.45 ml) was added followed by diphenylphosphinic chloride (Aldrich, 1.93 mmol, 0.37 ml). The mixture was stirred for 5 min. and 4-amino-2,5-difluoro-benzoic acid methyl ester (Prepared by methylation of the corresponding acid. 201 mg, 0.76 mmol) was added and the mixture was st...